This data is from the Open Reaction Database (ORD), a public repository of structured organic reaction records. The task is: describe an organic reaction: reactants, conditions, products, and yield Starting materials: CC#CCO, CCCCCC, CCN(C(C)C)C(C)C, Fc1ncnc(F)c1F. The product is CC#CCOc1ncnc(F)c1F. As a reaction SMILES: [CH2:10]([C:11]#[C:12][CH3:13])[OH:14].[CH3:24][CH2:25][CH2:26][CH2:27][CH2:28][CH3:29].[CH:15]([N:16]([CH2:17][CH3:18])[CH:19]([CH3:20])[CH3:21])([CH3:22])[CH3:23].[F:1][c:2]1[n:3][cH:4][n:5][c:6]([F:9])[c:7]1[F:8]>>[F:1][c:2]1[n:3][cH:4][n:5][c:6]([O:14][CH2:10][C:11]#[C:12][CH3:13])[c:7]1[F:8]. Starting materials: N1=C(C=NC=C1)C(=S)NC=1NC2=C(N1)C=CC=C2 (2-(2-pyrazinylthiocarbonylamino)-benzimidazole), ClC1=CC(=CC=C1)C(=O)OO (m-chloroperbenzoic acid). Solvent: C(Cl)(Cl)Cl (chloroform). Run at time 15 hour. Yields the product N1=C(C=NC=C1)C1=NC2=NC3=C(N2S1)C=CC=C3 (2-(2-pyrazinyl)-1,2,4-thiadiazolo-[2,3-a]-benzimidazole). RXN SMILES: [N:1]1[CH:6]=[CH:5][N:4]=[CH:3][C:2]=1[C:7]([NH:9][C:10]1[NH:11][C:12]2[CH:18]=[CH:17][CH:16]=[CH:15][C:13]=2[N:14]=1)=[S:8].ClC1C=CC=C(C(OO)=O)C=1>C(Cl)(Cl)Cl>[N:1]1[CH:6]=[CH:5][N:4]=[CH:3][C:2]=1[C:7]1[S:8][N:11]2[C:10](=[N:14][C:13]3[CH:15]=[CH:16][CH:17]=[CH:18][C:12]=32)[N:9]=1. Procedure: To 0.51 g. of 2-(2-pyrazinylthiocarbonylamino)-benzimidazole [(IV), R = 2-pyrazinyl] in 200 ml. of chloroform at 20°-30°C. (room temperature) is added 0.5 g. of m-chloroperbenzoic acid. The reaction mixture is allowed to stand for 15 hours (overnight) and washed with 20 ml. of potassium bicarbonate solution, 20 ml. of water and dried over magnesium sulphate. The chloroform is evaporated and the residue is recrystallized from methanol-chloroform to yield 2-(2-pyrazinyl)-1,2,4-thiadiazolo-[2,3-a]-... The reactants are ClC1=CC=C(C(C2=CC=C(C=C2)CS(=O)(=O)C)=NN)C=C1 (4-chloro-4'-methylsulfonylmethylbenzophenone-hydrazone), ClS(=O)(=O)N=C=O (chlorosulfonyl isocyanate), C(C)(=O)OCC (ethyl acetate), O (water). The solvent is CCCCCC (n-hexane). Conditions: time 1 hour. Product: ClC1=CC=C(C(C2=CC=C(C=C2)CS(=O)(=O)C)=NNC(=O)N)C=C1 (4-Chloro-4'-methylsulfonylmethylbenzophenone-semicarbazone). Isolated yield 81.5%. RXN SMILES: [Cl:1][C:2]1[CH:21]=[CH:20][C:5]([C:6](=[N:18][NH2:19])[C:7]2[CH:12]=[CH:11][C:10]([CH2:13][S:14]([CH3:17])(=[O:16])=[O:15])=[CH:9][CH:8]=2)=[CH:4][CH:3]=1.ClS([N:26]=[C:27]=[O:28])(=O)=O.C(OCC)(=O)C.O>CCCCCC>[Cl:1][C:2]1[CH:21]=[CH:20][C:5]([C:6](=[N:18][NH:19][C:27]([NH2:26])=[O:28])[C:7]2[CH:8]=[CH:9][C:10]([CH2:13][S:14]([CH3:17])(=[O:15])=[O:16])=[CH:11][CH:12]=2)=[CH:4][CH:3]=1. Procedure details: 4-chloro-4'-methylsulfonylmethylbenzophenone-hydrazone (1.3 g) and chlorosulfonyl isocyanate (0.63 g) were added to ethyl acetate (100 ml), and the mixture was stirred for one hour at room temperature. Then, water (100 ml) was added, and the mixture was further stirred for 16 hours at room temperature. The reaction mixture was subjected to liquid separation, and the ethyl acetate layer was washed with water and then dried over anhydrous magnesium sulfate. Ethyl acetate was distilled off under re... The reactants are [OH-].[Na+] (sodium hydroxide), Cl (hydrochloric acid), ClC1=C2C(C3(C(C2=CC(=C1C)O)O)CCCC3)O (4'-chloro-5'-methylspiro(cyclopentane-1,2'-indan)-1',3',6'-triol), C([O-])([O-])=O.[K+].[K+] (potassium carbonate), BrCC(=O)OCC (ethyl bromoacetate). The solvent is O (water), CN(C=O)C (dimethylformamide). Reaction conditions: temperature 55 celsius. Product: OC1C2(C(C3=C(C(=C(C=C13)OCC(=O)O)C)Cl)O)CCCC2 ([1',3'-dihydroxy-4'-chloro-5'-methylspiro(cyclopentane-1,2'-indan)-6'-yloxy]acetic acid). Reaction SMILES: [Cl:1][C:2]1[C:10]([CH3:11])=[C:9]([OH:12])[CH:8]=[C:7]2[C:3]=1[CH:4]([OH:18])[C:5]1([CH2:17][CH2:16][CH2:15][CH2:14]1)[CH:6]2[OH:13].C(=O)([O-])[O-].[K+].[K+].Br[CH2:26][C:27]([O:29]CC)=[O:28].[OH-].[Na+].Cl>CN(C)C=O.O>[OH:13][CH:6]1[C:7]2[C:3](=[C:2]([Cl:1])[C:10]([CH3:11])=[C:9]([O:12][CH2:26][C:27]([OH:29])=[O:28])[CH:8]=2)[CH:4]([OH:18])[C:5]21[CH2:17][CH2:16][CH2:15][CH2:14]2 |f:1.2.3,5.6|. Reported procedure: A stirred mixture of 4'-chloro-5'-methylspiro(cyclopentane-1,2'-indan)-1',3',6'-triol (4.0 g., 0.015 mole), potassium carbonate (3.6 g.) and ethyl bromoacetate (3.1 ml.) in dimethylformamide (35 ml.) is heated at 55° C. for one-half hour in an inert atmosphere, treated with water (50 ml.) and 10N sodium hydroxide (5 ml.) then heated at 95° for one-half hour and poured into cold dilute hydrochloric acid affording [1',3'-dihydroxy-4'-chloro-5'-methylspiro(cyclopentane-1,2'-indan)-6'-yloxy]acetic a... Reactants: resultant mixture, [Cr](=O)(=O)([O-])O[Cr](=O)(=O)[O-].[NH+]1=CC=CC=C1.[NH+]1=CC=CC=C1 (pyridinium dichromate), C1(=CC=C(C=C1)S(=O)(=O)[O-])C.[NH+]1=CC=CC=C1 (pyridinium p-toluenesulfonate), COC([C@@H](C)[C@H]1CC[C@H]2[C@H](CCC[C@]12C)O)C[C@H](C(C)(C)OC)C ((1R,3aR,4S,7aR)-1-[(1S,4R)-2,5-dimethoxy-1,4,5-trimethylhexyl]-7a-methyloctahydro-1H-inden-4-ol). The solvent is ClCCl (dichloromethane). The product is COC([C@@H](C)[C@H]1CC[C@H]2C(CCC[C@]12C)=O)C[C@H](C(C)(C)OC)C ((1R,3aR,7aR)-1-[(1S,4R)-2,5-dimethoxy-1,4,5-trimethylhexyl]-7a-methyloctahydro-4H-inden-4-one). As a reaction SMILES: [CH3:1][O:2][CH:3]([CH2:17][C@@H:18]([CH3:24])[C:19]([O:22][CH3:23])([CH3:21])[CH3:20])[C@H:4]([C@@H:6]1[C@:14]2([CH3:15])[C@H:9]([C@@H:10]([OH:16])[CH2:11][CH2:12][CH2:13]2)[CH2:8][CH2:7]1)[CH3:5].[Cr](O[Cr]([O-])(=O)=O)([O-])(=O)=O.[NH+]1C=CC=CC=1.[NH+]1C=CC=CC=1.C1(C)C=CC(S([O-])(=O)=O)=CC=1.[NH+]1C=CC=CC=1>ClCCl>[CH3:1][O:2][CH:3]([CH2:17][C@@H:18]([CH3:24])[C:19]([O:22][CH3:23])([CH3:21])[CH3:20])[C@H:4]([C@@H:6]1[C@:14]2([CH3:15])[C@H:9]([C:10](=[O:16])[CH2:11][CH2:12][CH2:13]2)[CH2:8][CH2:7]1)[CH3:5] |f:1.2.3,4.5|. Reported procedure: The compound of Example 10H (27 mg, 0.079 mmol) was dissolved in 1 mL of dichloromethane; 150 mg of pyridinium dichromate and 10 mg of pyridinium p-toluenesulfonate were added, and the resultant mixture was stirred overnight at ambient temperature. Diatomaceous earth (˜500 mg) was added, and the solvents were removed in vacuo. The residue was taken up in ethyl acetate and loaded onto a plug of silica. Elution with a gradient of 50% to 100% ethyl acetate in hexanes, and concentration of the combi... The reactants are N#N.C(=O)(O)C(CCC1=CC=CC=C1)N[C@@H](CCCCNC(C(F)(F)F)=O)C(=O)N1[C@H](C(=O)O)CCC1 (N2 (1-carboxy-3-phenylpropyl)-N6 -trifluoroacetyl-L-lysyl-L-proline), N#N.C(C)OC(=O)C(CC(C1=CC=CC=C1)=O)N[C@@H](CCCCNC(C(F)(F)F)=O)C(=O)N1[C@H](C(=O)O)CCC1 (N2 (1-ethoxycarbonyl-3-oxo-3-phenylpropyl)-N6 -trifluoroacetyl-L-lysyl-L-proline), N#N.C(C)OC(=O)C(CCC1CCCCC1)N[C@@H](CCCCNC(C(F)(F)F)=O)C(=O)N1[C@H](C(=O)O)CCC1 (N2 (1-ethoxycarbonyl-3-cyclohexylpropyl)-N6 -trifluoroacetyl-L-lysyl-L-proline), S(O)(O)(=O)=O (sulfuric acid), N#N.C(C)OC(=O)C(CC(C1=CC=CC=C1)=O)N[C@@H](CCCCNC(C(F)(F)F)=O)C(=O)N1[C@H](C(=O)O)CCC1 (N2 (1-ethoxycarbonyl-3-oxo-3-phenylpropyl)-N6 -trifluoroacetyl-L-lysyl-L-proline). The solvent is O (water), C(C)O (ethanol). Reaction conditions: temperature 10 celsius, time 2 day. Yields the product N#N.O.O.C(=O)(O)[C@H](CCC1=CC=CC=C1)N[C@@H](CCCCN)C(=O)N1[C@H](C(=O)O)CCC1 (N2 (1(S)-carboxy-3-phenylpropyl)-L-lysyl-L-proline dihydrate). The yield is 80.0%. RXN SMILES: [N:1]#[N:2].C([O:5]C(C(N[C@H](C(N1CCC[C@H]1C(O)=O)=O)CCCCNC(=O)C(F)(F)F)CC(=O)C1C=CC=CC=1)=O)C.S(=O)(=O)(O)[OH:42].N#N.C([O:50][C:51]([CH:53]([NH:62][C@H:63]([C:75]([N:77]1[CH2:84][CH2:83][CH2:82][C@H:78]1[C:79]([OH:81])=[O:80])=[O:76])[CH2:64][CH2:65][CH2:66][CH2:67][NH:68]C(=O)C(F)(F)F)[CH2:54][CH2:55][CH:56]1[CH2:61][CH2:60][CH2:59][CH2:58][CH2:57]1)=[O:52])C.N#N.C(C(N[C@H](C(N1CCC[C@H]1C(O)=O)=O)CCCCNC(=O)C(F)(F)F)CCC1C=CC=CC=1)(O)=O>C(O)C.O>[N:1]#[N:2].[OH2:5].[OH2:42].[C:51]([C@@H:53]([NH:62][C@H:63]([C:75]([N:77]1[CH2:84][CH2:83][CH2:82][C@H:78]1[C:79]([OH:81])=[O:80])=[O:76])[CH2:64][CH2:65][CH2:66][CH2:67][NH2:68])[CH2:54][CH2:55][C:56]1[CH:57]=[CH:58][CH:59]=[CH:60][CH:61]=1)([OH:52])=[O:50] |f:0.1,3.4,5.6,9.10.11.12|. Procedure details: Using N2 -(1-ethoxycarbonyl-3-oxo-3-phenylpropyl)-N6 -trifluoroacetyl-L-lysyl-L-proline [(1S/1R)=2] (5.0 g, 9.4 mmoles), the catalytic reduction was conducted in 70 ml of 7% (w/w) water-containing ethanol containing 1.4 N sulfuric acid according to the same manner as that described in Example 1 (amount of sulfuric acid based on substrate: 5 equivalents). Pd--C was removed by filtration and the Pd--C cake was washed with 20 ml of 7% (w/w) water-containing ethanol. Water (10 ml) was added to the r... Reactants: C(#N)CSC1=C(C=C(C=C1)C(F)(F)F)NC(C)=O (N-(2-cyanomethylsulfanyl-5-trifluoromethylphenyl)acetamide), I(=O)(=O)(=O)[O-].[Na+] (sodium periodate), [K+].[Br-] (KBr). Solvent: O1CCOCC1 (dioxane), O (water), O1CCOCC1 (dioxane), O1CCOCC1 (dioxane). Conditions: temperature 40 celsius. Product: C(#N)CS(=O)C1=C(C=C(C=C1)C(F)(F)F)NC(C)=O (N-(2-Cyanomethylsulfinyl-5-trifluoromethylphenyl)acetamide). As a reaction SMILES: [C:1]([CH2:3][S:4][C:5]1[CH:10]=[CH:9][C:8]([C:11]([F:14])([F:13])[F:12])=[CH:7][C:6]=1[NH:15][C:16](=[O:18])[CH3:17])#[N:2].I([O-])(=O)(=O)=[O:20].[Na+].[K+].[Br-]>O1CCOCC1.O>[C:1]([CH2:3][S:4]([C:5]1[CH:10]=[CH:9][C:8]([C:11]([F:12])([F:14])[F:13])=[CH:7][C:6]=1[NH:15][C:16](=[O:18])[CH3:17])=[O:20])#[N:2] |f:1.2,3.4|. Procedure: A solution of N-(2-cyanomethylsulfanyl-5-trifluoromethylphenyl)acetamide(0.42 g) in dioxane (2.50 ml) was added dropwise to a stirred solution of sodium periodate (0.69 g) in a mixture of water (6 ml) and dioxane (1.50 ml) at ambient temperature. An additional amount of dioxane (2.50 ml) was added. The mixture was stirred at 40° C. for 6½ h, then at room temperature overnight. A precipitate was removed by filtration and washed on the filter with dichlorometane (20 ml). The two phases of the filt... The reactants are C(#N)C1=C(C=CC=C1)C1=CC=C(C=C1)C (2-cyano-4'-methyl-1,1'-biphenyl), N(=O)[O-].[Na+] (sodium nitrite), Cl (hydrochloric acid), NN (hydrazine). Solvent: C(C)O (ethanol). Run at time 48 hour. The product is N1N=NN=C1C1=C(C=CC=C1)C1=CC=C(C=C1)C (2-(tetrazol-5-yl)-4'-methyl-1,1'-biphenyl). Reaction SMILES: [C:1]([C:3]1[CH:8]=[CH:7][CH:6]=[CH:5][C:4]=1[C:9]1[CH:14]=[CH:13][C:12]([CH3:15])=[CH:11][CH:10]=1)#[N:2].[NH2:16][NH2:17].[N:18]([O-])=O.[Na+].Cl>C(O)C>[NH:16]1[C:1]([C:3]2[CH:8]=[CH:7][CH:6]=[CH:5][C:4]=2[C:9]2[CH:10]=[CH:11][C:12]([CH3:15])=[CH:13][CH:14]=2)=[N:2][N:18]=[N:17]1 |f:2.3|. Procedure: First, 26.9 mmol of 2-cyano-4'-methyl-1,1'-biphenyl was dissolved in 150 ml of ethanol, and 270 mmol of hydrazine and 77.7 mmol of 28% methylate were added thereto, followed by keeping at 50° C. for 48 hours. The reaction mixture was concentrated under reduced pressure. The residue was dissolved in 100 ml of ethanol, and 55 mmol of sodium nitrite and 110 mmol of concentrated hydrochloric acid were added to the solution at 0° C. After keeping at 0°-5° C. for 2 hours, the reaction mixture was conc... RXN SMILES: [CH3:1][O:2][C:3]1[CH:4]=[CH:5][C:6]2[N:12]=[CH:11][CH:10]=[C:9]([C@@H:13]([OH:24])[C@H:14]3[N:19]4[CH2:20][C@H:21]([CH:22]=[CH2:23])[C@@H:16]([CH2:17][CH2:18]4)[CH2:15]3)[C:7]=2[CH:8]=1.Cl.C1N(CCO)CCN(CCS(O)(=O)=O)C1>C(OCC)C>[CH3:1][O:2][C:3]1[CH:4]=[CH:5][C:6]2[N:12]=[CH:11][CH:10]=[C:9]([C@@H:13]([OH:24])[C@H:14]3[N:19]4[CH2:20][C@H:21]([CH:22]=[CH2:23])[C@@H:16]([CH2:17][CH2:18]4)[CH2:15]3)[C:7]=2[CH:8]=1 |f:0.1|. Reactants: phosphatidylcholine, COC=1C=CC2=C(C1)C(=CC=N2)[C@H]([C@@H]3C[C@@H]4CCN3C[C@@H]4C=C)O.Cl (quinine HCl), C1CN(CCN1CCO)CCS(=O)(=O)O (Hepes). Run in C(C)OCC (diethyl ether). Procedure: 0.5 ml of diethyl ether containing egg phosphatidylcholine at a concentration of 100 mg/ml and 0.3 ml quinine-HCl solution at 40 mg/ml of Hepes buffer (pH 7.2) were mixed and sonicated while evaporating the ether with a stream of nitrogen. This process and the subsequent steps in prepartion of liposomes was done as described for chloroquine liposomes Example 1. The entrapment of quinine in liposomes was 48.5%. The product is COC=1C=CC2=C(C1)C(=CC=N2)[C@H]([C@@H]3C[C@@H]4CCN3C[C@@H]4C=C)O (Quinine). The reactants are BrC1=C(C=CC2=C1N(C(=N2)[C@H](C)NC2=C1N=CN(C1=NC=N2)C2OCCCC2)C2=NC=CC=C2)F ([(S)-1-(7-bromo-6-fluoro-1-pyridin-2-yl-1H-benzoimidazol-2-yl)ethyl]-[9-(tetrahydro-pyran-2-yl)-9H-purin-6-yl]amine), C1(CC1)B(O)O (cyclopropylboronic acid), C([O-])([O-])=O.[Cs+].[Cs+] (cesium carbonate). Reagents/catalysts: C=1C=CC(=CC1)[P](C=2C=CC=CC2)(C=3C=CC=CC3)[Pd]([P](C=4C=CC=CC4)(C=5C=CC=CC5)C=6C=CC=CC6)([P](C=7C=CC=CC7)(C=8C=CC=CC8)C=9C=CC=CC9)[P](C=1C=CC=CC1)(C=1C=CC=CC1)C=1C=CC=CC1 (tetrakis(triphenylphosphine)palladium). Run in O1CCOCC1 (dioxane), O (water). Product: C1(CC1)C1=C(C=CC2=C1N(C(=N2)[C@H](C)NC2=C1N=CN(C1=NC=N2)C2OCCCC2)C2=NC=CC=C2)F ([(S)-1-(7-Cyclopropyl-6-fluoro-1-pyridin-2-yl-1H-benzoimidazol-2-yl)ethyl]-[9-(tetrahydro-pyran-2-yl)-9H-purin-6-yl]amine). Isolated yield 24.2%. Reaction SMILES: Br[C:2]1[C:7]2[N:8]([C:29]3[CH:34]=[CH:33][CH:32]=[CH:31][N:30]=3)[C:9]([C@@H:11]([NH:13][C:14]3[N:22]=[CH:21][N:20]=[C:19]4[C:15]=3[N:16]=[CH:17][N:18]4[CH:23]3[CH2:28][CH2:27][CH2:26][CH2:25][O:24]3)[CH3:12])=[N:10][C:6]=2[CH:5]=[CH:4][C:3]=1[F:35].[CH:36]1(B(O)O)[CH2:38][CH2:37]1.C(=O)([O-])[O-].[Cs+].[Cs+]>O1CCOCC1.O.C1C=CC([P]([Pd]([P](C2C=CC=CC=2)(C2C=CC=CC=2)C2C=CC=CC=2)([P](C2C=CC=CC=2)(C2C=CC=CC=2)C2C=CC=CC=2)[P](C2C=CC=CC=2)(C2C=CC=CC=2)C2C=CC=CC=2)(C2C=CC=CC=2)C2C=CC=CC=2)=CC=1>[CH:36]1([C:2]2[C:7]3[N:8]([C:29]4[CH:34]=[CH:33][CH:32]=[CH:31][N:30]=4)[C:9]([C@@H:11]([NH:13][C:14]4[N:22]=[CH:21][N:20]=[C:19]5[C:15]=4[N:16]=[CH:17][N:18]5[CH:23]4[CH2:28][CH2:27][CH2:26][CH2:25][O:24]4)[CH3:12])=[N:10][C:6]=3[CH:5]=[CH:4][C:3]=2[F:35])[CH2:38][CH2:37]1 |f:2.3.4,^1:58,60,79,98|. Procedure details: To a solution of [(S)-1-(7-bromo-6-fluoro-1-pyridin-2-yl-1H-benzoimidazol-2-yl)ethyl]-[9-(tetrahydro-pyran-2-yl)-9H-purin-6-yl]amine (267 mg, 0.49 mmol) in dioxane (10 mL) and water (0.5 mL) was added cyclopropylboronic acid (64 mg, 0.75 mmol), cesium carbonate (242 mg, 0.75 mmol) and tetrakis(triphenylphosphine)palladium (0) (57 mg, 0.05 mmol) and the reaction mixture degassed by bubbling argon through the mixture whilst under sonication. The reaction mixture was heated at reflux for 16 h. The ...